From a dataset of the Open Reaction Database (ORD), a public repository of structured organic reaction records. describe an organic reaction: reactants, conditions, products, and yield Reactants: O (water), OC1=C(C=O)C=CC=C1O (2,3-Dihydroxybenzaldehyde), C([O-])([O-])=O.[K+].[K+] (potassium carbonate), ICC (iodoethane). The solvent is CN(C)C=O (DMF). Yields the product C(C)OC1=C(C=O)C=CC=C1O (2-ethoxy-3-hydroxybenzaldehyde). Yield: 54.9%. As a reaction SMILES: [OH:1][C:2]1[C:9]([OH:10])=[CH:8][CH:7]=[CH:6][C:3]=1[CH:4]=[O:5].C(=O)([O-])[O-].[K+].[K+].I[CH2:18][CH3:19].O>CN(C=O)C>[CH2:18]([O:1][C:2]1[C:9]([OH:10])=[CH:8][CH:7]=[CH:6][C:3]=1[CH:4]=[O:5])[CH3:19] |f:1.2.3|. Reported procedure: 2,3-Dihydroxybenzaldehyde (1.12 g, 8.11 mmol), potassium carbonate (1.12 g, 8.11 mmol) and iodoethane (0.65 mL, 1.26 g, 8.11 mmol) in dry DMF (10 mL) were stirred at ambient temperature for 21 h. The reaction mixture was poured into water and extracted with diethyl ether. The ether layer was washed with water (2×), and extracted with 1N sodium hydroxide solution (3×). The basic extracts were combined and acidified by addition of 3N hydrochloric acid, then extracted with diethyl ether. The ether ... The reactants are C (charcoal), CC1=CN=C(S1)NC(=O)C2=C(C=3C=CC=CC3S(=O)(=O)N2C)O (meloxicam), N(C)C[C@H](O)[C@@H](O)[C@H](O)[C@H](O)CO (meglumin), 275, CC(=O)C (acetone). The solvent is O (water). Conditions: temperature 20 celsius, time 2 hour. Product: CC1=CN=C(S1)NC(=O)C2=C(C=3C=CC=CC3S(=O)(=O)N2C)O.N(C)C[C@H](O)[C@@H](O)[C@H](O)[C@H](O)CO (Meloxicam Meglumin). The yield is 90.1%. RXN SMILES: [CH3:1][C:2]1[S:6][C:5]([NH:7][C:8]([C:10]2[N:21]([CH3:22])[S:18](=[O:20])(=[O:19])[C:17]3[CH:16]=[CH:15][CH:14]=[CH:13][C:12]=3[C:11]=2[OH:23])=[O:9])=[N:4][CH:3]=1.[NH:24]([CH2:26][C@@H:27]([C@H:29]([C@@H:31]([C@@H:33]([CH2:35][OH:36])[OH:34])[OH:32])[OH:30])[OH:28])[CH3:25].CC(C)=O.C>O>[CH3:1][C:2]1[S:6][C:5]([NH:7][C:8]([C:10]2[N:21]([CH3:22])[S:18](=[O:19])(=[O:20])[C:17]3[CH:16]=[CH:15][CH:14]=[CH:13][C:12]=3[C:11]=2[OH:23])=[O:9])=[N:4][CH:3]=1.[NH:24]([CH2:26][C@@H:27]([C@H:29]([C@@H:31]([C@@H:33]([CH2:35][OH:36])[OH:34])[OH:32])[OH:30])[OH:28])[CH3:25] |f:5.6|. Procedure: 12.5 kg (35.57 mol) meloxicam and 6.9 kg (35.57 mol) meglumin are added successively, with stirring, to a mixture of 275 1 of acetone and 7:1 of water in a suitable reactor 1, then 1 kg of industrial-grade activated charcoal are added. The reaction mixture is heated and refluxed for 30 minutes. Then the mixture is forced through a pressure filter into a second reactor II. Reactor I and the pressure filter are washed out with 101 of acetone. The mixture is combined with 10-15 g meloxicam meglumin... Starting materials: [BH4-], COc1ccc(CC(=O)NCCSc2ccc(OC)c(OC)c2)cc1OC, CC#N, CO, ClCCl, [Na+], O, O=P(Cl)(Cl)Cl. Product: COc1ccc(CC2NCCSc3cc(OC)c(OC)cc32)cc1OC. RXN SMILES: [BH4-:33].[CH3:1][O:2][c:3]1[cH:4][c:5]([CH2:11][C:12](=[O:13])[NH:14][CH2:15][CH2:16][S:17][c:18]2[cH:19][c:20]([O:26][CH3:27])[c:21]([O:24][CH3:25])[cH:22][cH:23]2)[cH:6][cH:7][c:8]1[O:9][CH3:10].[CH3:36][C:37]#[N:38].[CH3:42][OH:43].[Cl:39][CH2:40][Cl:41].[Na+:34].[OH2:35].[P:28]([Cl:29])([Cl:30])([Cl:31])=[O:32]>>[CH3:1][O:2][c:3]1[cH:4][c:5]([CH2:11][CH:12]2[NH:14][CH2:15][CH2:16][S:17][c:18]3[cH:19][c:20]([O:26][CH3:27])[c:21]([O:24][CH3:25])[cH:22][c:23]32)[cH:6][cH:7][c:8]1[O:9][CH3:10].